From a dataset of the Open Reaction Database (ORD), a public repository of structured organic reaction records. describe an organic reaction: reactants, conditions, products, and yield Starting materials: CCCCCC (hexane), C(CCC)[Li] (butyllithium), CC(C)([O-])C.[K+] (potassium tertbutoxide), FC=1C(=C(C(=C(C1)F)F)F)F (pentafluorobenzene). Run in C(C)OCC (diethyl ether), C(C)OCC (diethyl ether). Reaction conditions: temperature -65 celsius. The product is FC1=C(C(=C(C(=C1[Li])F)F)F)F (pentafluorophenyllithium). Isolated yield 95.9%. RXN SMILES: CCCCCC.C([Li:11])CCC.CC(C)([O-])C.[K+].[F:18][C:19]1[C:20]([F:28])=[C:21]([F:27])[C:22]([F:26])=[C:23]([F:25])[CH:24]=1>C(OCC)C>[F:18][C:19]1[C:24]([Li:11])=[C:23]([F:25])[C:22]([F:26])=[C:21]([F:27])[C:20]=1[F:28] |f:2.3|. Procedure: Inside of a 100 ml volume glass three-neck flask equipped with a 50 ml volume glass dropping funnel, temperature resistor and septum rubber was sufficiently replaced with nitrogen. Into the flask, 15.5 g (29.8 mmol) hexane solution of 15.5 wt. % butyllithium, 3.3 g (29.8 mmol) potassium tertbutoxide and 15 ml diethyl ether were charged, of which solution was cooled to -65° C. Thereafter, 5 g (29.8 mmol) pentafluorobenzene and 15 ml diethyl ether charged into the dropping funnel were added dropwi... Starting materials: CCO, COC(=O)CC(c1ccccc1)C(C(=O)N(C(C)C)C(C)C)c1cccnc1, Cl, [Na+], [OH-], O. Yields the product CC(C)N(C(=O)C(c1cccnc1)C(CC(=O)O)c1ccccc1)C(C)C. RXN SMILES: [CH3:33][CH2:34][OH:35].[CH:1]([CH3:2])([CH3:3])[N:4]([C:5]([CH:6]([CH:7]([CH2:8][C:9](=[O:10])[O:11][CH3:12])[c:13]1[cH:14][cH:15][cH:16][cH:17][cH:18]1)[c:19]1[cH:20][n:21][cH:22][cH:23][cH:24]1)=[O:25])[CH:26]([CH3:27])[CH3:28].[ClH:32].[Na+:31].[OH-:30].[OH2:29]>>[CH:1]([CH3:2])([CH3:3])[N:4]([C:5]([CH:6]([CH:7]([CH2:8][C:9](=[O:10])[OH:11])[c:13]1[cH:14][cH:15][cH:16][cH:17][cH:18]1)[c:19]1[cH:20][n:21][cH:22][cH:23][cH:24]1)=[O:25])[CH:26]([CH3:27])[CH3:28]. The reactants are C1CCOC1, CCOC(C)=O, Cc1cc(N)n(-c2ccc(Cl)cc2)n1, O=C(Cl)Oc1ccccc1, c1ccncc1. Yields the product Cc1cc(NC(=O)Oc2ccccc2)n(-c2ccc(Cl)cc2)n1. As a reaction SMILES: [CH2:31]1[O:32][CH2:33][CH2:34][CH2:35]1.[CH3:36][CH2:37][O:38][C:39]([CH3:40])=[O:41].[Cl:1][c:2]1[cH:3][cH:4][c:5](-[n:8]2[n:9][c:10]([CH3:14])[cH:11][c:12]2[NH2:13])[cH:6][cH:7]1.[Cl:21][C:22](=[O:23])[O:24][c:25]1[cH:26][cH:27][cH:28][cH:29][cH:30]1.[cH:15]1[cH:16][cH:17][n:18][cH:19][cH:20]1>>[Cl:1][c:2]1[cH:3][cH:4][c:5](-[n:8]2[n:9][c:10]([CH3:14])[cH:11][c:12]2[NH:13][C:22](=[O:23])[O:24][c:25]2[cH:26][cH:27][cH:28][cH:29][cH:30]2)[cH:6][cH:7]1. Starting materials: C1CCOC1, COC(=O)CC1C(=O)C=CN(C(=O)OCc2ccccc2)C1c1ccc(C(F)(F)F)cc1. Product: COC(=O)CC1C(=O)CCN(C(=O)OCc2ccccc2)C1c1ccc(C(F)(F)F)cc1. RXN SMILES: [CH2:33]1[O:34][CH2:35][CH2:36][CH2:37]1.[CH3:1][O:2][C:3]([CH2:4][CH:5]1[CH:6]([c:22]2[cH:23][cH:24][c:25]([C:28]([F:29])([F:30])[F:31])[cH:26][cH:27]2)[N:7]([C:12](=[O:13])[O:14][CH2:15][c:16]2[cH:17][cH:18][cH:19][cH:20][cH:21]2)[CH:8]=[CH:9][C:10]1=[O:11])=[O:32]>>[CH3:1][O:2][C:3]([CH2:4][CH:5]1[CH:6]([c:22]2[cH:23][cH:24][c:25]([C:28]([F:29])([F:30])[F:31])[cH:26][cH:27]2)[N:7]([C:12](=[O:13])[O:14][CH2:15][c:16]2[cH:17][cH:18][cH:19][cH:20][cH:21]2)[CH2:8][CH2:9][C:10]1=[O:11])=[O:32]. Starting materials: C(C)(=O)OC (methyl acetate). The reagents and catalysts are catalyst ( B ). Run in C(C)(=O)O (acetic acid), C(C)(=O)O (acetic acid). Yields the product C(=O)OC (methyl formate), C(C)(=O)OC (methyl acetate). RXN SMILES: [C:1]([O:4][CH3:5])(=[O:3])[CH3:2]>C(O)(=O)C>[CH:1]([O:4][CH3:5])=[O:3].[C:1]([O:4][CH3:5])(=[O:3])[CH3:2]. Procedure: The catalyst (B) of the present invention shows a specific behavior that increasing a space velocity notably improves a selectivity of acetic acid and/or methyl acetate and can control the composition of a reaction product. That is, methyl formate and acetic acid or methyl acetate are formed at the space velocity of from 50 to 300 (g-cata.h mol-1). Methyl formate is scarcely formed at the space velocity of from 500 to 10,000 (g-cata.h mol-1), particularly 1000 or more (g-cata.h mol-1), and aceti... Starting materials: O=C([O-])[O-], CCOC(=O)C1CNCCN1S(=O)(=O)c1ccc(F)cc1, CI, [K+], [K+], CN(C)C=O. Product: CCOC(=O)C1CN(C)CCN1S(=O)(=O)c1ccc(F)cc1. Reaction SMILES: [C:22](=[O:23])([O-:24])[O-:25].[CH2:1]([CH3:2])[O:3][C:4](=[O:5])[CH:6]1[N:7]([S:12](=[O:13])(=[O:14])[c:15]2[cH:16][cH:17][c:18]([F:21])[cH:19][cH:20]2)[CH2:8][CH2:9][NH:10][CH2:11]1.[I:28][CH3:29].[K+:26].[K+:27].[O:30]=[CH:31][N:32]([CH3:33])[CH3:34]>>[CH2:1]([CH3:2])[O:3][C:4](=[O:5])[CH:6]1[N:7]([S:12](=[O:13])(=[O:14])[c:15]2[cH:16][cH:17][c:18]([F:21])[cH:19][cH:20]2)[CH2:8][CH2:9][N:10]([CH3:22])[CH2:11]1. The reactants are CC(=O)OI1(C=2C=CC=CC2C(=O)O1)(OC(=O)C)OC(=O)C (Dess-Martin periodinane), CC1(CCC(CC1)C=1SC=2N=C(N=C(C2N1)CO)C)C ([2-(4,4-dimethylcyclohexyl)-5-methyl[1,3]thiazolo[5,4-d]pyrimidin-7-yl]methanol), [O-]S(=O)(=S)[O-].[Na+].[Na+] (Na2S2O3). Run in C(Cl)Cl (DCM). Reaction conditions: temperature 0 celsius, time 3 hour. Product: CC1(CCC(CC1)C=1SC=2N=C(N=C(C2N1)C=O)C)C (2-(4,4-dimethylcyclohexyl)-5-methyl[1,3]thiazolo[5,4-d]pyrimidine-7-carbaldehyde). Yield: 99.1%. Reaction SMILES: [CH3:1][C:2]1([CH3:20])[CH2:7][CH2:6][CH:5]([C:8]2[S:9][C:10]3[N:11]=[C:12]([CH3:19])[N:13]=[C:14]([CH2:17][OH:18])[C:15]=3[N:16]=2)[CH2:4][CH2:3]1.CC(OI1(OC(C)=O)(OC(C)=O)OC(=O)C2C=CC=CC1=2)=O.[O-]S([O-])(=S)=O.[Na+].[Na+]>C(Cl)Cl>[CH3:1][C:2]1([CH3:20])[CH2:3][CH2:4][CH:5]([C:8]2[S:9][C:10]3[N:11]=[C:12]([CH3:19])[N:13]=[C:14]([CH:17]=[O:18])[C:15]=3[N:16]=2)[CH2:6][CH2:7]1 |f:2.3.4|. Reported procedure: To a mixture of [2-(4,4-dimethylcyclohexyl)-5-methyl[1,3]thiazolo[5,4-d]pyrimidin-7-yl]methanol (500 mg) and DCM (10 mL) was added Dess-Martin periodinane (1.46 g) under ice-cooling, followed by stirring at 0° C. for 3 hours. To the reaction mixture was added an aqueous Na2S2O3 solution, followed by extraction with DCM. The organic layer was washed sequentially with saturated aqueous sodium bicarbonate and brine, dried over Na2SO4, and then concentrated under reduced pressure to obtain 2-(4,4-di... Starting materials: FC1=CC2=C(C(CC3=C(S2)C=CC=C3)Cl)C=C1Cl (7-fluoro-8,10-dichloro-10,11-dihydrodibenzo(b,f)thiepine), OCCN1CCNCC1 (1-(2-hydroxyethyl)piperazine), CC(=O)C (acetone). The solvent is C(Cl)(Cl)Cl (chloroform), C(Cl)(Cl)Cl (chloroform). Yields the product FC1=CC2=C(C(CC3=C(S2)C=CC=C3)N3CCN(CC3)CCO)C=C1Cl (7-Fluoro-8-chloro-10-[4-(2-hydroxyethyl)piperazino]-10,11-dihydrodibenzo(b,f)thiepine). RXN SMILES: [F:1][C:2]1[C:17]([Cl:18])=[CH:16][C:5]2[CH:6](Cl)[CH2:7][C:8]3[CH:14]=[CH:13][CH:12]=[CH:11][C:9]=3[S:10][C:4]=2[CH:3]=1.[OH:19][CH2:20][CH2:21][N:22]1[CH2:27][CH2:26][NH:25][CH2:24][CH2:23]1.CC(C)=O>C(Cl)(Cl)Cl>[F:1][C:2]1[C:17]([Cl:18])=[CH:16][C:5]2[CH:6]([N:25]3[CH2:26][CH2:27][N:22]([CH2:21][CH2:20][OH:19])[CH2:23][CH2:24]3)[CH2:7][C:8]3[CH:14]=[CH:13][CH:12]=[CH:11][C:9]=3[S:10][C:4]=2[CH:3]=1. Reported procedure: A mixture of 7-fluoro-8,10-dichloro-10,11-dihydrodibenzo(b,f)thiepine (the preparation of which is described in Example 19) (4.5 g), 1-(2-hydroxyethyl)piperazine (4.1 g) and chloroform (5 ml) was refluxed for 7.5 hours. The reaction mixture was then diluted with chloroform (50 ml) and the solution washed with water. The chloroform was evaporated the residue dissolved in benzene (200 ml) and the solution shaken with 3 N-HCl (60 ml). The separated hydrochloride was filtered, suspended in the aqueo...